This data is from the Open Reaction Database (ORD), a public repository of structured organic reaction records. The task is: describe an organic reaction: reactants, conditions, products, and yield Procedure details: After preparing N-(6-methoxy-6-oxohexyl)-3-cyclohexyl-L-alaninamide monohydrochloride from the title product of Example 36 by the methods of Examples 1 and 3, the title compound was prepared by coupling this material with the title product of Example 99 using the general mixed anhydride procedure of Example 1. Structure assignment of the product isolated by chromotography was supported by elemental analysis. Reactants: anhydride, Cl.COC(CCCCCNC([C@@H](N)CC1CCCCC1)=O)=O (N-(6-methoxy-6-oxohexyl)-3-cyclohexyl-L-alaninamide monohydrochloride), C(C)(C)(C)OC(=O)N[C@@H](CC1CCCCC1)C(=O)O (t-butoxycarbonyl-3-cyclohexyl-L-alanine), C(C)(C)(C)OC(=O)N[C@H](CCCC)C(=O)NCC(=O)O (t-butoxycarbonyl-D-norleucylglycine). Reaction SMILES: Cl.[CH3:2][O:3][C:4](=[O:22])[CH2:5][CH2:6][CH2:7][CH2:8][CH2:9][NH:10][C:11](=[O:21])[C@H:12]([CH2:14][CH:15]1[CH2:20][CH2:19][CH2:18][CH2:17][CH2:16]1)[NH2:13].C(OC(N[C@H](C(O)=O)CC1CCCCC1)=O)(C)(C)C.[C:42]([O:46][C:47]([NH:49][C@@H:50]([C:55]([NH:57][CH2:58][C:59](O)=[O:60])=[O:56])[CH2:51][CH2:52][CH2:53][CH3:54])=[O:48])([CH3:45])([CH3:44])[CH3:43]>>[C:42]([O:46][C:47]([NH:49][C@@H:50]([C:55]([NH:57][CH2:58][C:59]([NH:13][C@H:12]([C:11]([NH:10][CH2:9][CH2:8][CH2:7][CH2:6][CH2:5][C:4]([O:3][CH3:2])=[O:22])=[O:21])[CH2:14][CH:15]1[CH2:20][CH2:19][CH2:18][CH2:17][CH2:16]1)=[O:60])=[O:56])[CH2:51][CH2:52][CH2:53][CH3:54])=[O:48])([CH3:45])([CH3:43])[CH3:44] |f:0.1|. Product: C(C)(C)(C)OC(=O)N[C@H](CCCC)C(=O)NCC(=O)N[C@@H](CC1CCCCC1)C(=O)NCCCCCC(=O)OC (t-butoxycarbonyl-D-norleucylglycyl-3-cyclohexyl-N-(6-methoxy-6-oxohexyl)-L-alaninamide). Starting materials: [H-].[H-].[H-].[H-].[Li+].[Al+3] (LiAlH4), C(C)(C)(C)OC(=O)NOC(C(=O)OCC)C (ethyl 2-(t-butoxycarbonylaminooxy)propanoate). Run in C1CCOC1 (THF), C1CCOC1 (THF). Reaction conditions: temperature 0 celsius, time 5 hour. Product: OCC(C)ONC(OC(C)(C)C)=O (t-Butyl 1-hydroxypropan-2-yloxycarbamate). Yield: 74.3%. Reaction SMILES: [H-].[H-].[H-].[H-].[Li+].[Al+3].[C:7]([O:11][C:12]([NH:14][O:15][CH:16]([CH3:22])[C:17](OCC)=[O:18])=[O:13])([CH3:10])([CH3:9])[CH3:8]>C1COCC1>[OH:18][CH2:17][CH:16]([O:15][NH:14][C:12](=[O:13])[O:11][C:7]([CH3:10])([CH3:9])[CH3:8])[CH3:22] |f:0.1.2.3.4.5|. Reported procedure: A solution of LiAlH4 (213 mg, 5.62 mmol) in anhydrous THF (8 mL) was added slowly to a solution of ethyl 2-(t-butoxycarbonylaminooxy)propanoate (820 mg, 3.52 mmol) in THF (15 mL) at 0° C. The mixture was stirred at 0° C. for 5 h and then at rt overnight. The solution was quenched with a mixture of Na2SO4 and water, and stirred for an additional 1.5 h. The mixture was filtered and concentrated. The crude was dissolved in EtOAc, washed with water and brine, and then dried over Na2SO4. Solvent was ... Starting materials: COc1ccc(CC(=O)O)cc1OC, COc1cccc(C(O)C(C)(C)N)c1, C1CCOC1. Yields the product COc1cccc(C(O)C(C)(C)NC(=O)Cc2ccc(OC)c(OC)c2)c1. RXN SMILES: [CH3:1][O:2][c:3]1[cH:4][c:5]([CH2:11][C:12](=[O:13])[OH:14])[cH:6][cH:7][c:8]1[O:9][CH3:10].[NH2:15][C:16]([CH3:17])([CH3:18])[CH:19]([OH:20])[c:21]1[cH:22][c:23]([O:27][CH3:28])[cH:24][cH:25][cH:26]1.[O:29]1[CH2:30][CH2:31][CH2:32][CH2:33]1>>[CH3:1][O:2][c:3]1[cH:4][c:5]([CH2:11][C:12](=[O:14])[NH:15][C:16]([CH3:17])([CH3:18])[CH:19]([OH:20])[c:21]2[cH:22][c:23]([O:27][CH3:28])[cH:24][cH:25][cH:26]2)[cH:6][cH:7][c:8]1[O:9][CH3:10]. Reactants: C(C1=CC=CC=C1)OC1=C(C(=NC2=CC=C(C=C12)Br)COC1=CC(=CC=C1)OCC1CCOCC1)C (4-(benzyloxy)-6-bromo-3-methyl-2-{[3-(tetrahydro-2H-pyran-4-ylmethoxy)phenoxy]methyl}quinoline), N1=CC(=CC=C1)OB(O)O (pyridin-3-yl boric acid), O (water), C([O-])([O-])=O.[Na+].[Na+] (sodium carbonate). Reagents/catalysts: C=1C=CC(=CC1)[P](C=2C=CC=CC2)(C=3C=CC=CC3)[Pd]([P](C=4C=CC=CC4)(C=5C=CC=CC5)C=6C=CC=CC6)([P](C=7C=CC=CC7)(C=8C=CC=CC8)C=9C=CC=CC9)[P](C=1C=CC=CC1)(C=1C=CC=CC1)C=1C=CC=CC1 (tetrakis(triphenylphosphine)palladium(0)). The solvent is O1CCOCC1 (dioxane). Run at temperature 80 celsius, time 2 hour. Yields the product C(C1=CC=CC=C1)OC1=C(C(=NC2=CC=C(C=C12)C=1C=NC=CC1)COC1=CC(=CC=C1)OCC1CCOCC1)C (4-(benzyloxy)-3-methyl-6-(pyridin-3-yl)-2-{[3-(tetrahydro-2H-pyran-4-ylmethoxy)phenoxy]methyl}quinoline). Isolated yield 88.6%. As a reaction SMILES: [CH2:1]([O:8][C:9]1[C:18]2[C:13](=[CH:14][CH:15]=[C:16](Br)[CH:17]=2)[N:12]=[C:11]([CH2:20][O:21][C:22]2[CH:27]=[CH:26][CH:25]=[C:24]([O:28][CH2:29][CH:30]3[CH2:35][CH2:34][O:33][CH2:32][CH2:31]3)[CH:23]=2)[C:10]=1[CH3:36])[C:2]1[CH:7]=[CH:6][CH:5]=[CH:4][CH:3]=1.[N:37]1[CH:42]=[CH:41][CH:40]=[C:39](OB(O)O)[CH:38]=1.C(=O)([O-])[O-].[Na+].[Na+].O>O1CCOCC1.C1C=CC([P]([Pd]([P](C2C=CC=CC=2)(C2C=CC=CC=2)C2C=CC=CC=2)([P](C2C=CC=CC=2)(C2C=CC=CC=2)C2C=CC=CC=2)[P](C2C=CC=CC=2)(C2C=CC=CC=2)C2C=CC=CC=2)(C2C=CC=CC=2)C2C=CC=CC=2)=CC=1>[CH2:1]([O:8][C:9]1[C:18]2[C:13](=[CH:14][CH:15]=[C:16]([C:39]3[CH:38]=[N:37][CH:42]=[CH:41][CH:40]=3)[CH:17]=2)[N:12]=[C:11]([CH2:20][O:21][C:22]2[CH:27]=[CH:26][CH:25]=[C:24]([O:28][CH2:29][CH:30]3[CH2:35][CH2:34][O:33][CH2:32][CH2:31]3)[CH:23]=2)[C:10]=1[CH3:36])[C:2]1[CH:7]=[CH:6][CH:5]=[CH:4][CH:3]=1 |f:2.3.4,^1:63,65,84,103|. Procedure details: To a solution of 4-(benzyloxy)-6-bromo-3-methyl-2-{[3-(tetrahydro-2H-pyran-4-ylmethoxy)phenoxy]methyl}quinoline (300 mg) in dioxane (10 mL) were added pyridin-3-yl boric acid (135 mg), tetrakis(triphenylphosphine)palladium(0) (65 mg), and a 1M aqueous sodium carbonate solution (1.60 mL), followed by stirring at 80° C. for 2 hours. The reaction mixture was allowed to cool to room temperature, and water (20 mL) was added thereto, followed by extraction with chloroform (50 mL). The organic layer wa... Starting materials: COC=1C=C(CC#N)C=CC1OC (3,4-dimethoxy-benzyl cyanide), N (ammonia). The reagents and catalysts are [Ni] (Raney-nickel). Solvent: C(C)O (ethanol). The product is COC=1C=C(C=CC1OC)CCN (3,4-dimethoxy-beta-phenyl-ethylamine). As a reaction SMILES: [CH3:1][O:2][C:3]1[CH:4]=[C:5]([CH:9]=[CH:10][C:11]=1[O:12][CH3:13])[CH2:6][C:7]#[N:8].N>[Ni].C(O)C>[CH3:1][O:2][C:3]1[CH:4]=[C:5]([CH2:6][CH2:7][NH2:8])[CH:9]=[CH:10][C:11]=1[O:12][CH3:13]. Procedure details: 100 kg. of crystalline 3,4-dimethoxy-benzyl cyanide are hydrogenated in 310 1. of a 80 to 96% aqueous ethanol containing 9 to 12% of ammonia in the presence of 24 kg. of Raney-nickel catalyst pre-treated as described in Example 3 at 48°-60° C under a hydrogen overpressure of 8 to 10 atm. The catalyst is filtered off, the filtrate is evaporated and the residue is subjected to fractionation in vacuo. Thus 95,5 kg. of highly pure 3,4-dimethoxy-beta-phenyl-ethylamine are obtained, purity: nearly 100... Starting materials: [N+](=O)([O-])C=1C=C(C=O)C=CC1Cl (3-nitro-4-chlorobenzaldehyde), COC=1C=C(C=C(C1OC)OC)CC#N (3,4,5-trimethoxyphenylacetonitrile), [OH-].[Na+] (sodium hydroxide), ice water. The reagents and catalysts are [Cl-].C(CCCCCCC)[N+](C)(CCCCCCCC)CCCCCCCC (trioctylmethylammonium chloride). The solvent is O (water), ClCCl (dichloromethane). Run at time 3 hour. The product is [N+](=O)([O-])C=1C=C(C=CC1Cl)\C=C(/C#N)\C1=CC(=C(C(=C1)OC)OC)OC ((Z)-3-(3-nitro-4-chlorophenyl)-2-(3,4,5-trimethoxyphenyl)-prop-2-ene-nitrile). The yield is 48.5%. RXN SMILES: [N+:1]([C:4]1[CH:5]=[C:6]([CH:9]=[CH:10][C:11]=1[Cl:12])[CH:7]=O)([O-:3])=[O:2].[CH3:13][O:14][C:15]1[CH:16]=[C:17]([CH2:25][C:26]#[N:27])[CH:18]=[C:19]([O:23][CH3:24])[C:20]=1[O:21][CH3:22].[OH-].[Na+]>[Cl-].C([N+](CCCCCCCC)(CCCCCCCC)C)CCCCCCC.O.ClCCl>[N+:1]([C:4]1[CH:5]=[C:6](/[CH:7]=[C:25](/[C:17]2[CH:18]=[C:19]([O:23][CH3:24])[C:20]([O:21][CH3:22])=[C:15]([O:14][CH3:13])[CH:16]=2)\[C:26]#[N:27])[CH:9]=[CH:10][C:11]=1[Cl:12])([O-:3])=[O:2] |f:2.3,4.5|. Procedure details: 5.0 g of 3-nitro-4-chlorobenzaldehyde, 5.6 g of 3,4,5-trimethoxyphenylacetonitrile, 1.3 g of sodium hydroxide and 500 mg of trioctylmethylammonium chloride were dissolved in 10 ml of water and 50 ml of dichloromethane. The mixture was stirred vigorously for 3 hours at room temperature. The ice water was added to the mixture and the mixture was extracted with dichloromethane three times and dried over anhydrous sodium sulfate. The organic layer was concentrated and the residue was crystallized fr... Reactants: C(=O)([O-])[O-].[K+].[K+] (K2CO3), O(C1=CC=CC=C1)C=1C=C(C=CC1)N(CC(C(F)(F)F)O)CC1=CC(=CC=C1)Br (3-[(3-phenoxyphenyl)[[3-bromophenyl]methyl]-amino]-1,1,1-trifluoro-2-propanol), C1(=CC=CC=C1)B(O)O (phenylboronic acid), O(C1=CC=CC=C1)C=1C=C(C=CC1)CC(C(F)(F)F)(O)NCC=1C=C(C=CC1)C1=C(C=CC=C1)C(F)(F)F ((3-phenoxyphenyl) [[(2′-(trifluoromethyl)[1,1 ′-biphenyl ]-3-yl ]methyl ]amino ]-1,1,1-tri-fluoro-2-propanol). Reagents/catalysts: C=1C=CC(=CC1)[P](C=2C=CC=CC2)(C=3C=CC=CC3)[Pd]([P](C=4C=CC=CC4)(C=5C=CC=CC5)C=6C=CC=CC6)([P](C=7C=CC=CC7)(C=8C=CC=CC8)C=9C=CC=CC9)[P](C=1C=CC=CC1)(C=1C=CC=CC1)C=1C=CC=CC1 (Pd(PPh3)4). The solvent is O (water), CN(C)C=O (DMF), C1(=CC=CC=C1)C (toluene), CCO (EtOH), CCO (EtOH). The product is O(C1=CC=CC=C1)C=1C=C(C=CC1)N(CC(C(F)(F)F)O)CC=1C=C(C=CC1)C1=C(C=CC=C1)C(F)(F)F (3-[(3-phenoxyphenyl)[[2′-(trifluoromethyl)[1,1′-biphenyl]-3-yl]methyl]amino]-1,1,1-trifluoro-2-propanol). Reaction SMILES: [O:1]([C:8]1[CH:9]=[C:10]([N:14]([CH2:22][C:23]2[CH:28]=[CH:27][CH:26]=[C:25](Br)[CH:24]=2)[CH2:15][CH:16]([OH:21])[C:17]([F:20])([F:19])[F:18])[CH:11]=[CH:12][CH:13]=1)[C:2]1[CH:7]=[CH:6][CH:5]=[CH:4][CH:3]=1.C1(B(O)O)C=CC=CC=1.C([O-])([O-])=O.[K+].[K+].O(C1C=C(CC(NCC2C=C([C:73]3[CH:78]=[CH:77][CH:76]=[CH:75][C:74]=3[C:79]([F:82])([F:81])[F:80])C=CC=2)(O)C(F)(F)F)C=CC=1)C1C=CC=CC=1>CCO.C1C=CC([P]([Pd]([P](C2C=CC=CC=2)(C2C=CC=CC=2)C2C=CC=CC=2)([P](C2C=CC=CC=2)(C2C=CC=CC=2)C2C=CC=CC=2)[P](C2C=CC=CC=2)(C2C=CC=CC=2)C2C=CC=CC=2)(C2C=CC=CC=2)C2C=CC=CC=2)=CC=1.O.CN(C=O)C.C1(C)C=CC=CC=1>[O:1]([C:8]1[CH:9]=[C:10]([N:14]([CH2:22][C:23]2[CH:24]=[C:25]([C:73]3[CH:78]=[CH:77][CH:76]=[CH:75][C:74]=3[C:79]([F:82])([F:81])[F:80])[CH:26]=[CH:27][CH:28]=2)[CH2:15][CH:16]([OH:21])[C:17]([F:20])([F:19])[F:18])[CH:11]=[CH:12][CH:13]=1)[C:2]1[CH:7]=[CH:6][CH:5]=[CH:4][CH:3]=1 |f:2.3.4,^1:89,91,110,129|. Reported procedure: To a toluene (8 mL) solution of 3-[(3-phenoxyphenyl)[[3-bromophenyl]methyl]-amino]-1,1,1-trifluoro-2-propanol (0.51 g, 1.1 mmol) from EX-595B was added 2-tri-fluoromethyl)phenylboronic acid (0.33 g, 1.7 mmol) and DMF (3 Ml. The resulting solution was added K2CO3 (0.31 g, 2.2 mmol) and Pd(PPh3)4 (0.060 g, 0.05 mmol). The slurry was heated to reflux under argon for 18 h. The cooled mixture was poured into water and extracted with ethyl acetate. The organic layer was washed with brine, dried (MgSO4... Starting materials: C(CCCCCCCCCCC)C=1OC=CC1 (2-dodecylfuran), CCCCCC (hexane), C(CCC)[Li] (butyllithium), C(=O)=O (dry ice). The solvent is CCOCC (ether). Conditions: time 1 hour. Procedure: A solution of 30.4 g (0.2 moles) of 2-dodecylfuran in 300 ml of anhydrous ether is stirred at -20° C. after which 0.22 moles (92 ml of a 2.4 molar hexane solution) of butyllithium is added slowly with stirring. The reaction mixture is stirred for 1 hour then poured over 200 g of crushed dry ice (solid CO2) after which the mixture is allowed to stand for 1 hour prior to dilution with a saturated ammonium chloride solution The organic layer is separated, washed with water and brine, dried over sod... The product is C(CCCCCCCCCCC)C1=CC=C(O1)C(=O)O (5-dodecyl-2-furancarboxylic acid). As a reaction SMILES: [CH2:1]([C:13]1[O:14][CH:15]=[CH:16][CH:17]=1)[CH2:2][CH2:3][CH2:4][CH2:5][CH2:6][CH2:7][CH2:8][CH2:9][CH2:10][CH2:11][CH3:12].CCCCCC.C([Li])CCC.[C:29](=[O:31])=[O:30]>CCOCC>[CH2:1]([C:13]1[O:14][C:15]([C:29]([OH:31])=[O:30])=[CH:16][CH:17]=1)[CH2:2][CH2:3][CH2:4][CH2:5][CH2:6][CH2:7][CH2:8][CH2:9][CH2:10][CH2:11][CH3:12]. Reactants: O (water), ClC(Cl)(OC(OC(Cl)(Cl)Cl)=O)Cl (triphosgene), C(C1=CC=CC=C1)(C1=CC=CC=C1)N1CCNCC1 (1-benzhydrylpiperazine), N1=CC=CC=C1 (pyridine). Run in ClCCl (dichloromethane), ClCCl (dichloromethane), ClCCl (dichloromethane). Run at time 15 minute. Product: C(C1=CC=CC=C1)(C1=CC=CC=C1)N1CCN(CC1)C(=O)Cl (4-Benzhydrylpiperazine-1-carbonyl chloride). The yield is 216.0%. As a reaction SMILES: [CH:1]([N:14]1[CH2:19][CH2:18][NH:17][CH2:16][CH2:15]1)([C:8]1[CH:13]=[CH:12][CH:11]=[CH:10][CH:9]=1)[C:2]1[CH:7]=[CH:6][CH:5]=[CH:4][CH:3]=1.N1C=CC=CC=1.[Cl:26][C:27](Cl)([O:29]C(=O)OC(Cl)(Cl)Cl)Cl.O>ClCCl>[CH:1]([N:14]1[CH2:19][CH2:18][N:17]([C:27]([Cl:26])=[O:29])[CH2:16][CH2:15]1)([C:8]1[CH:13]=[CH:12][CH:11]=[CH:10][CH:9]=1)[C:2]1[CH:7]=[CH:6][CH:5]=[CH:4][CH:3]=1. Procedure details: A solution of 2.522 g (10 mmol) of 1-benzhydrylpiperazine and of 1.62 ml (20 mmol) of pyridine in 15 ml of dichloromethane is added, dropwise, to a solution of 1.187 g (4 mmol) of triphosgene in 10 ml of dichloromethane, cooled to −5° C. under an argon atmosphere. Stirring is continued at −5° C. for 15 minutes and then at ambient temperature for 3 hours. 50 ml of dichloromethane and 50 ml of water are subsequently added. The mixture is separated by settling out and the organic phase is washed wi... Reported procedure: To 12.5 ml of tetrahydrofuran at -78° C. was added 8.8 ml of 2.5M n-butyllithium in hexanes. Then 1.18 ml of acetonitrile in 25 ml of tetrahydrofuran was added dropwise. The mixture was stirred at -78° C. for 15 minutes. Then a solution of 2-(dimethylamino-methyleneamino)-3,6-dimethoxy-benzoic acid methylester in 62 ml of tetrahydrofuran was added dropwise. The mixture was stirred at -78° C. for 10 minutes, then warmed to room temperature in 15 minutes. Acetic acid (3 ml) was added, followed by ... Product: OC1=C(C=NC2=C(C=CC(=C12)OC)OC)C#N (4-hydroxy-5,8-dimethoxy-quinoline-3-carbonitrile). The reactants are C(C)#N (acetonitrile), COC(C1=C(C(=CC=C1OC)OC)N=CN(C)C)=O (2-(dimethylamino-methyleneamino)-3,6-dimethoxy-benzoic acid methylester), C(CCC)[Li] (n-butyllithium), C(C)(=O)O (Acetic acid). The solvent is O1CCCC1 (tetrahydrofuran), O1CCCC1 (tetrahydrofuran), hexanes, O1CCCC1 (tetrahydrofuran), O (water). Reaction conditions: temperature -78 celsius, time 15 minute. As a reaction SMILES: C([Li])CCC.[C:6](#[N:8])[CH3:7].CO[C:11](=[O:27])[C:12]1[C:17]([O:18][CH3:19])=[CH:16][CH:15]=[C:14]([O:20][CH3:21])[C:13]=1[N:22]=[CH:23]N(C)C.C(O)(=O)C>O1CCCC1.O>[OH:27][C:11]1[C:12]2[C:13](=[C:14]([O:20][CH3:21])[CH:15]=[CH:16][C:17]=2[O:18][CH3:19])[N:22]=[CH:23][C:7]=1[C:6]#[N:8].